Dataset: the Open Reaction Database (ORD), a public repository of structured organic reaction records. Task: describe an organic reaction: reactants, conditions, products, and yield Yields the product ClC1=C(OCCOC2=CC=C(C=C2)CC(CNC(OC(C)(C)C)=O)C2=C(C=C(C=C2)C=2C(=NC=CC2)CCCOC)C)C(=CC(=C1)C)Cl (tert-butyl (3-{4-[2-(2,6-dichloro-4-methylphenoxy)ethoxy]phenyl}-2-[4-[2-(3-methoxypropyl)pyridin-3-yl]-2-methylphenyl]propyl)carbamate). Procedure: Prepared according to the procedure described in EXAMPLE 7, step 2 using tert-butyl{3-{4-[2-(2,6-dichloro-4-methylphenoxy)ethoxy]phenyl}-2-[2-methyl-4-(4,4,5,5-tetramethyl-1,3,2-dioxaborolan-2-yl)phenyl]propyl}carbamate from EXAMPLE 9, step 1 and 2-(3-methoxypropyl)pyridin-3-yl trifluoromethanesulfonate (V.16) as starting materials. Purification by column chromatography on silica gel (Combi-Flash by ISCO), eluting with Hex/EtOAc (0 to 75%, in 30 min) afforded the desired compound as a colorless ... As a reaction SMILES: [C:1]([O:5][C:6](=[O:46])[NH:7][CH2:8][CH:9]([C:30]1[CH:35]=[CH:34][C:33](B2OC(C)(C)C(C)(C)O2)=[CH:32][C:31]=1[CH3:45])[CH2:10][C:11]1[CH:16]=[CH:15][C:14]([O:17][CH2:18][CH2:19][O:20][C:21]2[C:26]([Cl:27])=[CH:25][C:24]([CH3:28])=[CH:23][C:22]=2[Cl:29])=[CH:13][CH:12]=1)([CH3:4])([CH3:3])[CH3:2].FC(F)(F)S(O[C:53]1[C:54]([CH2:59][CH2:60][CH2:61][O:62][CH3:63])=[N:55][CH:56]=[CH:57][CH:58]=1)(=O)=O>>[Cl:27][C:26]1[CH:25]=[C:24]([CH3:28])[CH:23]=[C:22]([Cl:29])[C:21]=1[O:20][CH2:19][CH2:18][O:17][C:14]1[CH:15]=[CH:16][C:11]([CH2:10][CH:9]([C:30]2[CH:35]=[CH:34][C:33]([C:53]3[C:54]([CH2:59][CH2:60][CH2:61][O:62][CH3:63])=[N:55][CH:56]=[CH:57][CH:58]=3)=[CH:32][C:31]=2[CH3:45])[CH2:8][NH:7][C:6](=[O:46])[O:5][C:1]([CH3:2])([CH3:3])[CH3:4])=[CH:12][CH:13]=1. Reactants: C(C)(C)(C)OC(NCC(CC1=CC=C(C=C1)OCCOC1=C(C=C(C=C1Cl)C)Cl)C1=C(C=C(C=C1)B1OC(C(O1)(C)C)(C)C)C)=O (tert-butyl{3-{4-[2-(2,6-dichloro-4-methylphenoxy)ethoxy]phenyl}-2-[2-methyl-4-(4,4,5,5-tetramethyl-1,3,2-dioxaborolan-2-yl)phenyl]propyl}carbamate), FC(S(=O)(=O)OC=1C(=NC=CC1)CCCOC)(F)F (2-(3-methoxypropyl)pyridin-3-yl trifluoromethanesulfonate).